This data is from the Open Reaction Database (ORD), a public repository of structured organic reaction records. The task is: describe an organic reaction: reactants, conditions, products, and yield Starting materials: C(C)OCCCl (2-chloroethyl ethyl ether), ClC1=NC2=C(N1)C=CC=C2 (2-chloro-1H-benzimidazole), O1CCCC1 (tetrahydrofuran), C[Si](C)(C)[N-][Si](C)(C)C.[K+] (potassium bis(trimethylsilyl)amide). Reagents/catalysts: [Br-].C(CCC)[N+](CCCC)(CCCC)CCCC (tetrabutylammonium bromide). Solvent: O (water). Run at temperature -70 celsius, time 30 minute. The product is C(C)OCCN1C(=NC2=C1C=CC=C2)Cl (1-(2-ethoxyethyl)-2-chloro-1H-benzimidazole). Reaction SMILES: [Cl:1][C:2]1[NH:6][C:5]2[CH:7]=[CH:8][CH:9]=[CH:10][C:4]=2[N:3]=1.[O:11]1[CH2:15][CH2:14][CH2:13][CH2:12]1.C[Si]([N-][Si](C)(C)C)(C)C.[K+].C(OCCCl)C>[Br-].C([N+](CCCC)(CCCC)CCCC)CCC.O>[CH2:12]([O:11][CH2:15][CH2:14][N:3]1[C:4]2[CH:10]=[CH:9][CH:8]=[CH:7][C:5]=2[N:6]=[C:2]1[Cl:1])[CH3:13] |f:2.3,5.6|. Procedure details: Combine 2-chloro-1H-benzimidazole (15.3 g, 100 mmol) and tetrahydrofuran (300 mL). Cool to −70° C. Add dropwise, a solution of potassium bis(trimethylsilyl)amide (200 mL, 0.5 M in toluene, 100 mmol). After 30 minutes, add 2-chloroethyl ethyl ether (22.2 g, 200 mmol) and tetrabutylammonium bromide (0.5 g). Warm to ambient temperature and heat to reflux. After 12 hours, cool to ambient temperature and add water. Separate the organic layer and extract the aqueous layer with dichloromethane. Dry the... Starting materials: CI (CH3I), ClC1=C(C(=O)NC2=CC=C(C=C2)C=2N=C(SC2)C)C=CC(=C1)S(=O)(=O)C (2-chloro-4-(methylsulfonyl)-N-(4-(2-methylthiazol-4-yl)phenyl)benzamide), solution, C(C)(C)(C)O[K] (tBuOK). The solvent is C1CCOC1 (THF), CC(C)(C)O (tBuOH). Conditions: time 15 minute. Product: ClC1=C(C(=O)N(C2=CC=C(C=C2)C=2N=C(SC2)C)C)C=CC(=C1)S(=O)(=O)C (2-chloro-N-methyl-4-(methylsulfonyl)-N-(4-(2-methylthiazol-4-yl)phenyl)benzamide). Yield: 77.0%. As a reaction SMILES: [Cl:1][C:2]1[CH:22]=[C:21]([S:23]([CH3:26])(=[O:25])=[O:24])[CH:20]=[CH:19][C:3]=1[C:4]([NH:6][C:7]1[CH:12]=[CH:11][C:10]([C:13]2[N:14]=[C:15]([CH3:18])[S:16][CH:17]=2)=[CH:9][CH:8]=1)=[O:5].[C:27](O[K])(C)(C)C.CI>C1COCC1.CC(O)(C)C>[Cl:1][C:2]1[CH:22]=[C:21]([S:23]([CH3:26])(=[O:24])=[O:25])[CH:20]=[CH:19][C:3]=1[C:4]([N:6]([CH3:27])[C:7]1[CH:8]=[CH:9][C:10]([C:13]2[N:14]=[C:15]([CH3:18])[S:16][CH:17]=2)=[CH:11][CH:12]=1)=[O:5]. Procedure: To a stirring solution of 2-chloro-4-(methylsulfonyl)-N-(4-(2-methylthiazol-4-yl)phenyl)benzamide (50 mg, 0.123 mmol) in THF (1 mL) under nitrogen atmosphere was added 1M solution of tBuOK in tBuOH (0.14 mL) dropwise. After stirring for 15 min, CH3I (0.009 mL, 0.14 mmol) was added and the reaction mixture was stirred at 60° C. for 1 h, before partitioning between water and EtOAc. The organic layer was isolated, washed with brine, and adsorbed on silica. Purification on silica by flash chromatogr... Starting materials: C(C)(=O)NC1=C(C=C2C(C(NC2=C1)=O)(C)C)[N+](=O)[O-] (6-acetamido-5-nitro-3,3-dimethylindolin-2-one), [H][H] (hydrogen). The reagents and catalysts are [Pt](=O)=O (platinum dioxide). Run in C(C)(=O)O (acetic acid). Product: CC=1NC2=C(N1)C=C1C(=C2)NC(C1(C)C)=O (2,7,7-Trimethyl-6,7-dihydro-3H,5H-pyrrolo[2,3-f]benzimidazol-6-one). RXN SMILES: [C:1]([NH:4][C:5]1[CH:13]=[C:12]2[C:8]([C:9]([CH3:16])([CH3:15])[C:10](=[O:14])[NH:11]2)=[CH:7][C:6]=1[N+:17]([O-])=O)(=O)[CH3:2].[H][H]>[Pt](=O)=O.C(O)(=O)C>[CH3:2][C:1]1[NH:4][C:5]2[CH:13]=[C:12]3[NH:11][C:10](=[O:14])[C:9]([CH3:16])([CH3:15])[C:8]3=[CH:7][C:6]=2[N:17]=1. Procedure: Analogously to Example 5, 5.00 g. (0.019 mole) 6-acetamido-5-nitro-3,3-dimethylindolin-2-one are suspended in 900 ml. glacial acetic acid and hydrogenated in the presence of 0.5 g. platinum dioxide at normal pressure and ambient temperature. After 1.4 liters of hydrogen have been taken up, the reaction mixture is filtered and the filtrate is evaporated to dryness in a vacuum. The residue is taken up in water and neutralised with a 2N aqueous ammonia solution. The precipitate obtained is filtered... Reactants: O=C([O-])[O-], CCNC1CCN(Cc2ccccc2)CC1, CC#N, O=[N+]([O-])c1ccc(F)nc1F, [K+], [K+], O. Yields the product CCN(c1nc(F)ccc1[N+](=O)[O-])C1CCN(Cc2ccccc2)CC1. RXN SMILES: [C:28](=[O:29])([O-:30])[O-:31].[CH2:12]([c:13]1[cH:14][cH:15][cH:16][cH:17][cH:18]1)[N:19]1[CH2:20][CH2:21][CH:22]([NH:25][CH2:26][CH3:27])[CH2:23][CH2:24]1.[CH3:35][C:36]#[N:37].[F:1][c:2]1[n:3][c:4]([F:11])[cH:5][cH:6][c:7]1[N+:8](=[O:9])[O-:10].[K+:32].[K+:33].[OH2:34]>>[c:2]1([N:25]([CH:22]2[CH2:21][CH2:20][N:19]([CH2:12][c:13]3[cH:14][cH:15][cH:16][cH:17][cH:18]3)[CH2:24][CH2:23]2)[CH2:26][CH3:27])[n:3][c:4]([F:11])[cH:5][cH:6][c:7]1[N+:8](=[O:9])[O-:10]. The product is C(C)(C)(C)C1=CC=C(C=C1)S(=O)(=O)NC1=C(C(=NC=N1)OCCOC1=CC=C(OCC(=O)OC(C)(C)C)C=C1)C1=CC=C(C=C1)C (tert-butyl 4-{2-(6-(4-tert-butybenzenesulfonylamino)-5-(4-methylphenyl)pyrimidin-4-yloxy)ethoxy}phenoxyacetate). Yield: 92.7%. Procedure: To a solution of 4-tert-butyl-N-{6-[2-(4-hydroxyphenoxy)ethoxy]-5-(4-methylphenyl)pyrimidin-4-yl}benzenesulfonamide (200 mg) in dimethylformamide (2 ml) is added sodium hydride (60% dispersion-type, 32 mg), and the mixture is stirred at room temperature for 30 minutes. To the mixture is added a solution of tert-butyl bromoacetate (77 mg) in dimethylformamide (2 ml) under ice-cooling, and the mixture is stirred at the same temperature for one hour. The reaction solution is poured into ice-water, ... Solvent: CN(C=O)C (dimethylformamide), CN(C=O)C (dimethylformamide). Conditions: time 30 minute. Reaction SMILES: [C:1]([C:5]1[CH:10]=[CH:9][C:8]([S:11]([NH:14][C:15]2[C:20]([C:21]3[CH:26]=[CH:25][C:24]([CH3:27])=[CH:23][CH:22]=3)=[C:19]([O:28][CH2:29][CH2:30][O:31][C:32]3[CH:37]=[CH:36][C:35]([OH:38])=[CH:34][CH:33]=3)[N:18]=[CH:17][N:16]=2)(=[O:13])=[O:12])=[CH:7][CH:6]=1)([CH3:4])([CH3:3])[CH3:2].[H-].[Na+].Br[CH2:42][C:43]([O:45][C:46]([CH3:49])([CH3:48])[CH3:47])=[O:44].[Cl-].[NH4+]>CN(C)C=O>[C:1]([C:5]1[CH:10]=[CH:9][C:8]([S:11]([NH:14][C:15]2[N:16]=[CH:17][N:18]=[C:19]([O:28][CH2:29][CH2:30][O:31][C:32]3[CH:33]=[CH:34][C:35]([O:38][CH2:42][C:43]([O:45][C:46]([CH3:49])([CH3:48])[CH3:47])=[O:44])=[CH:36][CH:37]=3)[C:20]=2[C:21]2[CH:26]=[CH:25][C:24]([CH3:27])=[CH:23][CH:22]=2)(=[O:13])=[O:12])=[CH:7][CH:6]=1)([CH3:4])([CH3:2])[CH3:3] |f:1.2,4.5|. The reactants are BrCC(=O)OC(C)(C)C (tert-butyl bromoacetate), ice water, [Cl-].[NH4+] (ammonium chloride), C(C)(C)(C)C1=CC=C(C=C1)S(=O)(=O)NC1=NC=NC(=C1C1=CC=C(C=C1)C)OCCOC1=CC=C(C=C1)O (4-tert-butyl-N-{6-[2-(4-hydroxyphenoxy)ethoxy]-5-(4-methylphenyl)pyrimidin-4-yl}benzenesulfonamide), [H-].[Na+] (sodium hydride). Starting materials: CN(S(=O)(=O)N1C=NC=C1)C (1-(N,N-dimethylsulfamoyl)-1H-imidazole), N1C=NC=C1 (imidazole), C(CCC)[Li] (n-butyllithium), 2′,3′,5′-tri-O-TBS-7-iodotubericidine, NC=1C2=C(N=CN1)N(C=C2I)[C@H]2[C@H](O[Si](C)(C)C(C)(C)C)[C@H](O[Si](C)(C)C(C)(C)C)[C@H](O2)CO[Si](C)(C)C(C)(C)C (4-Amino-5-iodo-7-[2,3,5-tris-O-(tert-butyldimethylsilyl)-β-D-ribofuranosyl]-7H-pyrrolo[2,3-d]pyrimidine). The reagents and catalysts are [Cl-].[Cl-].[Zn+2] (ZnCl2), C=1C=CC(=CC1)[P](C=2C=CC=CC2)(C=3C=CC=CC3)[Pd]([P](C=4C=CC=CC4)(C=5C=CC=CC5)C=6C=CC=CC6)([P](C=7C=CC=CC7)(C=8C=CC=CC8)C=9C=CC=CC9)[P](C=1C=CC=CC1)(C=1C=CC=CC1)C=1C=CC=CC1 (Pd(PPh3)4). Solvent: Cl (HCl), CO (MeOH), CCOC(=O)C (AcOEt), C1CCOC1 (THF). Run at time 24 hour. Yields the product NC=1C2=C(N=CN1)N(C=C2C=2NC=CN2)[C@H]2[C@H](O)[C@H](O)[C@H](O2)CO (4-Amino-5-(1H-imidazol-2-yl)-7-(β-D-ribofuranosyl)-7H-pyrrolo[2,3-d]pyrimidine). Isolated yield 13.0%. As a reaction SMILES: CN(C)S([N:6]1[CH:10]=[CH:9][N:8]=[CH:7]1)(=O)=O.C([Li])CCC.[NH2:17][C:18]1[C:19]2[C:26](I)=[CH:25][N:24]([C@@H:28]3[O:48][C@H:47]([CH2:49][O:50][Si](C(C)(C)C)(C)C)[C@@H:38]([O:39][Si](C(C)(C)C)(C)C)[C@H:29]3[O:30][Si](C(C)(C)C)(C)C)[C:20]=2[N:21]=[CH:22][N:23]=1.N1C=CN=C1>C1COCC1.CCOC(C)=O.Cl.[Cl-].[Cl-].[Zn+2].C1C=CC([P]([Pd]([P](C2C=CC=CC=2)(C2C=CC=CC=2)C2C=CC=CC=2)([P](C2C=CC=CC=2)(C2C=CC=CC=2)C2C=CC=CC=2)[P](C2C=CC=CC=2)(C2C=CC=CC=2)C2C=CC=CC=2)(C2C=CC=CC=2)C2C=CC=CC=2)=CC=1.CO>[NH2:17][C:18]1[C:19]2[C:26]([C:7]3[NH:6][CH:10]=[CH:9][N:8]=3)=[CH:25][N:24]([C@@H:28]3[O:48][C@H:47]([CH2:49][OH:50])[C@@H:38]([OH:39])[C@H:29]3[OH:30])[C:20]=2[N:21]=[CH:22][N:23]=1 |f:7.8.9,^1:81,83,102,121|. Procedure: To a stirred solution of 1-(N,N-dimethylsulfamoyl)-1H-imidazole (875 mg, 5 mmol) in THF (15 ml) was dropwise added n-butyllithium (1.6 M in hexane, 3.1 ml, 5 mmol) at −78° C. during 30 min. Then a solution of ZnCl2 (1M in THF, 10 ml, 10 mmol) was dropwise added at −78° C. and the mixture was warmed to RT during 45 min. Resulting orange solution was transferred to an argon purged mixture of 2′,3′,5′-tri-O-TBS-7-iodotubericidine {compound 4 from Example 17, Step 1} (735 mg, 1 mmol) and Pd(PPh3)4 (... Reactants: C(C1=CC=CC=C1)O[C@H](C=O)CC1=CC=CC=C1 ((S)-2-Benzyloxy-3-phenylpropanal), C(C1=CC=CC=C1)O[C@H](C=O)CC1=CC=CC=C1 ((S)-2-Benzyloxy-3-phenylpropanal), C(CC=C)[Mg]Br (3-butenyl magnesium bromide), solution, Grignard reagent. The solvent is CCOCC (Et2O), CCOCC (Et2O), CCOCC (Et2O), CCOCC (Et2O). Reaction conditions: time 1 hour. The product is C(C1=CC=CC=C1)O[C@@H](CC1=CC=CC=C1)[C@H](CCC=C)O ((2S,3S)-2-benzyloxy-1-phenyl-6-hepten-3-ol). As a reaction SMILES: [CH2:1]([O:8][C@@H:9]([CH2:12][C:13]1[CH:18]=[CH:17][CH:16]=[CH:15][CH:14]=1)[CH:10]=[O:11])[C:2]1[CH:7]=[CH:6][CH:5]=[CH:4][CH:3]=1.[CH2:19]([Mg]Br)[CH2:20][CH:21]=[CH2:22]>CCOCC>[CH2:1]([O:8][C@H:9]([C@@H:10]([OH:11])[CH2:22][CH2:21][CH:20]=[CH2:19])[CH2:12][C:13]1[CH:18]=[CH:17][CH:16]=[CH:15][CH:14]=1)[C:2]1[CH:3]=[CH:4][CH:5]=[CH:6][CH:7]=1. Procedure details: The latter aldehyde was dissolved in Et2O (20 mL). Under anhydrous conditions, the solution of the aldehyde was added dropwise over 15 min to a stirred solution of 3-butenyl magnesium bromide at -78°. The latter solution had been prepared by diluting 71 mL of a 0.64M solution of the Grignard reagent in Et2O with 155 mL of Et2O. After 1 h, the reaction mixture was diluted with Et2O (100 mL). The resulting mixture was washed with a saturated aqueous solution of NH4Cl and then with brine. The organ...